This data is from the Open Reaction Database (ORD), a public repository of structured organic reaction records. The task is: describe an organic reaction: reactants, conditions, products, and yield Reactants: [Al+3], Cc1ccc(C)cc1, [Cl-], [Cl-], [Cl-], O=C(Cl)CCl, Cl. Product: Cc1ccc(C)c(C(=O)CCl)c1. Reaction SMILES: [Al+3:2].[CH3:11][c:12]1[cH:13][cH:14][c:15]([CH3:16])[cH:17][cH:18]1.[Cl-:1].[Cl-:3].[Cl-:4].[Cl:5][CH2:6][C:7](=[O:8])[Cl:9].[ClH:10]>>[Cl:5][CH2:6][C:7](=[O:8])[c:13]1[c:12]([CH3:11])[cH:18][cH:17][c:15]([CH3:16])[cH:14]1. Starting materials: ClCCl, Cc1cc(-c2ccccc2)nc(-c2cccc([N+](=O)[O-])c2)c1C(=O)O, CN1CCNCC1, CN(C)C=O, [Na+], [OH-], O, O=S(Cl)Cl. Yields the product Cc1cc(-c2ccccc2)nc(-c2cccc([N+](=O)[O-])c2)c1C(=O)N1CCN(C)CC1. As a reaction SMILES: [CH2:39]([Cl:40])[Cl:41].[CH3:1][c:2]1[c:3]([C:23](=[O:24])[OH:25])[c:4](-[c:14]2[cH:15][c:16]([N+:20](=[O:21])[O-:22])[cH:17][cH:18][cH:19]2)[n:5][c:6](-[c:8]2[cH:9][cH:10][cH:11][cH:12][cH:13]2)[cH:7]1.[CH3:30][N:31]1[CH2:32][CH2:33][NH:34][CH2:35][CH2:36]1.[CH3:43][N:44]([CH3:45])[CH:46]=[O:47].[Na+:38].[OH-:37].[OH2:42].[S:26]([Cl:27])([Cl:28])=[O:29]>>[CH3:1][c:2]1[c:3]([C:23](=[O:25])[N:34]2[CH2:33][CH2:32][N:31]([CH3:30])[CH2:36][CH2:35]2)[c:4](-[c:14]2[cH:15][c:16]([N+:20](=[O:21])[O-:22])[cH:17][cH:18][cH:19]2)[n:5][c:6](-[c:8]2[cH:9][cH:10][cH:11][cH:12][cH:13]2)[cH:7]1. Reactants: C(CCCCCCC)C1=CC=C(C=C1)O (4-n-octylphenol), N1=CC=CC=C1 (pyridine), C(CC)[C@@H]1C[C@H](CC1)C1=CC=C(C(=O)Cl)C=C1 (4-(trans-3-n-propylcyclopentyl)benzoyl chloride). Solvent: C1(=CC=CC=C1)C (toluene). Yields the product C(CC)[C@@H]1C[C@H](CC1)C1=CC=C(C(=O)OC2=CC=C(C=C2)CCCCCCCC)C=C1 (4-octylphenyl 4-(trans-3-propylcyclopentyl)-benzoate). RXN SMILES: [CH2:1]([C:9]1[CH:14]=[CH:13][C:12]([OH:15])=[CH:11][CH:10]=1)[CH2:2][CH2:3][CH2:4][CH2:5][CH2:6][CH2:7][CH3:8].N1C=CC=CC=1.[CH2:22]([C@H:25]1[CH2:29][CH2:28][C@H:27]([C:30]2[CH:38]=[CH:37][C:33]([C:34](Cl)=[O:35])=[CH:32][CH:31]=2)[CH2:26]1)[CH2:23][CH3:24]>C1(C)C=CC=CC=1>[CH2:22]([C@H:25]1[CH2:29][CH2:28][C@H:27]([C:30]2[CH:38]=[CH:37][C:33]([C:34]([O:15][C:12]3[CH:11]=[CH:10][C:9]([CH2:1][CH2:2][CH2:3][CH2:4][CH2:5][CH2:6][CH2:7][CH3:8])=[CH:14][CH:13]=3)=[O:35])=[CH:32][CH:31]=2)[CH2:26]1)[CH2:23][CH3:24]. Reported procedure: 4.1 g of 4-n-octylphenol and 1.6 g of pyridine are dissolved in 10 ml of toluene, the solution is warmed to 100°, 5.0 g of 4-(trans-3-n-propylcyclopentyl)benzoyl chloride (cf. Example 2) are added dropwise, and the mixture is left to react for 3 hours. The pyridine hydrochloride is subsequently filtered off under suction, and the filtrate is washed with water, dried and freed from solvent in vacuo. After crystallization of the residue from petroleum ether, 4-octylphenyl 4-(trans-3-propylcyclopen... Reaction conditions: temperature -20 celsius, time 15 minute. Reagents/catalysts: [Cu]Br (copper (I) bromide). Run in O1CCCC1 (tetrahydrofuran), O1CCCC1 (tetrahydrofuran), O (water). Isolated yield 3.4%. Reported procedure: In 40 ml of tetrahydrofuran was dissolved 0.36 g of cyclopentan-1,3-dione and 0.13 g of sodium hydride (60%) was added thereto under nitrogen stream with cooling at -20° C. After the mixture was stirred at room temperature for 15 minutes, 0.72 g of a complex of copper (I) bromide and dimethyl sulfide was added. To the reaction mixture was added 0.92 g of 3,4-epoxy-6-pentafluoroethyl-2,2-bisfluoromethyl-3,4-dihydro-2H-1-benzopyran dissolved in 10 ml of tetrahydrofuran. The mixture was stirred for... Reaction SMILES: [C:1]1(=[O:7])[CH2:5][CH2:4][C:3](=[O:6])[CH2:2]1.[H-].[Na+].CSC.[O:13]1[CH:19]2[CH:14]1[C:15]([CH2:33][F:34])([CH2:31][F:32])[O:16][C:17]1[CH:23]=[CH:22][C:21]([C:24]([F:30])([F:29])[C:25]([F:28])([F:27])[F:26])=[CH:20][C:18]=12.S(=O)(=O)(O)O>O1CCCC1.[Cu]Br.O>[F:30][C:24]([F:29])([C:21]1[CH:22]=[CH:23][C:17]2[O:16][C:15]([CH2:33][F:34])([CH2:31][F:32])[C@@H:14]([OH:13])[C@H:19]([O:6][C:3]3[CH2:4][CH2:5][C:1](=[O:7])[CH:2]=3)[C:18]=2[CH:20]=1)[C:25]([F:28])([F:27])[F:26] |f:1.2|. The reactants are complex, CSC (dimethyl sulfide), C1(CC(CC1)=O)=O (cyclopentan-1,3-dione), [H-].[Na+] (sodium hydride), O1C2C(OC3=C(C21)C=C(C=C3)C(C(F)(F)F)(F)F)(CF)CF (3,4-epoxy-6-pentafluoroethyl-2,2-bisfluoromethyl-3,4-dihydro-2H-1-benzopyran), S(O)(O)(=O)=O (sulfuric acid). Yields the product FC(C(F)(F)F)(C=1C=CC2=C([C@H]([C@@H](C(O2)(CF)CF)O)OC2=CC(CC2)=O)C1)F (trans-6-pentafluoroethyl-2,2-bisfluoromethyl-3,4-dihydro-4-(3-oxo-cyclopent-1-enyloxy)-2H-1-benzopyran-3-ol).